Dataset: the Open Reaction Database (ORD), a public repository of structured organic reaction records. Task: describe an organic reaction: reactants, conditions, products, and yield Reactants: CC1=C2C(=CC(OC2=CC(=C1)C)=O)O (5,7-dimethyl-4-hydroxy-coumarin), 5,7-Dimethyl-3-methoxyoxalylamino-4-oxo-4H-1-benzopyrane, C(C)O (ethanol), [N+](=O)(O)[O-] (nitric acid), NC1=COC2=C(C1=O)C(=CC(=C2)C)C (3-amino-5,7-dimethyl-4-oxo-4H-1-benzopyrane). Solvent: C(C)(=O)O (acetic acid). Yields the product CC1=C2C(=C(C(OC2=CC(=C1)C)=O)[N+](=O)[O-])O (5,7-dimethyl-4-hydroxy-3-nitro-coumarin). As a reaction SMILES: C(O)C.NC1C(=O)C2C(C)=CC(C)=CC=2OC=1.[CH3:18][C:19]1[CH:28]=[C:27]([CH3:29])[CH:26]=[C:25]2[C:20]=1[C:21]([OH:31])=[CH:22][C:23](=[O:30])[O:24]2.[N+:32]([O-])([OH:34])=[O:33]>C(O)(=O)C>[CH3:18][C:19]1[CH:28]=[C:27]([CH3:29])[CH:26]=[C:25]2[C:20]=1[C:21]([OH:31])=[C:22]([N+:32]([O-:34])=[O:33])[C:23](=[O:30])[O:24]2. Procedure details: 5,7-Dimethyl-3-methoxyoxalylamino-4-oxo-4H-1-benzopyrane with a melting point of 186°-187° (from ethanol) can be prepared in a manner analogous to that described in Example 1, using 3-amino-5,7-dimethyl-4-oxo-4H-1-benzopyrane as the starting material. The starting material can be obtained, for example, using 5,7-dimethyl-4-hydroxy-coumarin as the starting material, by reacting the latter with nitric acid in acetic acid at 80° to give 5,7-dimethyl-4-hydroxy-3-nitro-coumarin, treating this compoun... Reactants: FC1=C(CC2=NC(=C3N2C=CC=C3)C(=O)OCC)C=CC=C1 (Ethyl 3-(2-fluorobenzyl)imidazo[1,5-a]pyridine-1-carboxylate), [NH4+] (ammonium), CO (methanol). Run in O (water). Yields the product FC1=C(CC2=NC(=C3N2C=CC=C3)C(=O)N)C=CC=C1 (3-(2-Fluorobenzyl)imidazo[1,5-a]pyridine-1-carboxamide). Reaction SMILES: [F:1][C:2]1[CH:22]=[CH:21][CH:20]=[CH:19][C:3]=1[CH2:4][C:5]1[N:9]2[CH:10]=[CH:11][CH:12]=[CH:13][C:8]2=[C:7]([C:14](OCC)=[O:15])[N:6]=1.[NH4+:23].CO>O>[F:1][C:2]1[CH:22]=[CH:21][CH:20]=[CH:19][C:3]=1[CH2:4][C:5]1[N:9]2[CH:10]=[CH:11][CH:12]=[CH:13][C:8]2=[C:7]([C:14]([NH2:23])=[O:15])[N:6]=1. Reported procedure: 560 mg (1.88 mmol) of ethyl 3-(2-fluorobenzyl)imidazo[1,5-a]pyridine-1-carboxylate from example 7A are heated in 55 ml of 33% strength aqueous ammonium solution in a microwave at 130° C. for 3 h. The mixture is diluted with water, and, after addition of some methanol, extracted with ethyl acetate. The organic phase is dried over sodium sulfate and concentrated. 229 mg (87.5% purity, 40% of theory) of the desired compound are obtained as greenish crystals which are reacted without further purific...